From a dataset of the Open Reaction Database (ORD), a public repository of structured organic reaction records. describe an organic reaction: reactants, conditions, products, and yield Reactants: C([O-])([O-])=O.[Cs+].[Cs+] (cesium carbonate), C1(=CC=CC=C1)P(C1=CC=CC=2C(C3=CC=CC(=C3OC12)P(C1=CC=CC=C1)C1=CC=CC=C1)(C)C)C1=CC=CC=C1 (4,5-bis(diphenylphosphino)-9,9-dimethylxanthene), [Si](C)(C)(C(C)(C)C)OC1[C@@H](NC(C12CC2)=O)C ((6S)-7-(tert-butyldimethylsilyloxy)-6-methyl-5-azaspiro[2.4]heptan-4-one), BrC1=CC(=C(C#N)C=C1)OC (4-bromo-2-methoxybenzonitrile). Reagents/catalysts: C=1C=CC(=CC1)/C=C/C(=O)/C=C/C2=CC=CC=C2.C=1C=CC(=CC1)/C=C/C(=O)/C=C/C2=CC=CC=C2.C=1C=CC(=CC1)/C=C/C(=O)/C=C/C2=CC=CC=C2.[Pd].[Pd] (tris(dibenzylideneacetone)dipalladium(0)). Product: [Si](C)(C)(C(C)(C)C)O[C@H]1[C@@H](N(C(C12CC2)=O)C2=CC(=C(C#N)C=C2)OC)C (4-[(6S,7R)-7-(tert-butyldimethylsilyloxy)-6-methyl-4-oxo-5-azaspiro[2.4]hept-5-yl]-2-methoxybenzonitrile), solid. The yield is 66.0%. Reaction SMILES: [Si:1]([O:8][CH:9]1[C:13]2([CH2:15][CH2:14]2)[C:12](=[O:16])[NH:11][C@H:10]1[CH3:17])([C:4]([CH3:7])([CH3:6])[CH3:5])([CH3:3])[CH3:2].Br[C:19]1[CH:26]=[CH:25][C:22]([C:23]#[N:24])=[C:21]([O:27][CH3:28])[CH:20]=1.C(=O)([O-])[O-].[Cs+].[Cs+].C1(P(C2C=CC=CC=2)C2C3OC4C(=CC=CC=4P(C4C=CC=CC=4)C4C=CC=CC=4)C(C)(C)C=3C=CC=2)C=CC=CC=1>C1C=CC(/C=C/C(/C=C/C2C=CC=CC=2)=O)=CC=1.C1C=CC(/C=C/C(/C=C/C2C=CC=CC=2)=O)=CC=1.C1C=CC(/C=C/C(/C=C/C2C=CC=CC=2)=O)=CC=1.[Pd].[Pd]>[Si:1]([O:8][C@@H:9]1[C:13]2([CH2:14][CH2:15]2)[C:12](=[O:16])[N:11]([C:19]2[CH:26]=[CH:25][C:22]([C:23]#[N:24])=[C:21]([O:27][CH3:28])[CH:20]=2)[C@H:10]1[CH3:17])([C:4]([CH3:7])([CH3:6])[CH3:5])([CH3:3])[CH3:2] |f:2.3.4,6.7.8.9.10|. Reported procedure: Using (6S)-7-(tert-butyldimethylsilyloxy)-6-methyl-5-azaspiro[2.4]heptan-4-one (762.2 mg), 4-bromo-2-methoxybenzonitrile (724 mg), cesium carbonate (1.46 g), tris(dibenzylideneacetone)dipalladium(0) (136.6 mg) and 4,5-bis(diphenylphosphino)-9,9-dimethylxanthene (345.3 mg), and in the same manner as in Reference Example 3, the title compound was obtained as a colorless solid (yield: 760 mg, 66%).